From a dataset of the Open Reaction Database (ORD), a public repository of structured organic reaction records. describe an organic reaction: reactants, conditions, products, and yield The reactants are COc1nc(OC)nc([N+]2(C)CCOCC2)n1, CO, [Cl-], O=C(O)c1ccc2c(c1)C=CC(=CCl)CO2, Nc1ccccc1. RXN SMILES: [CH3:2][O:3][c:4]1[n:5][c:6]([O:7][CH3:8])[n:9][c:10]([N+:11]2([CH3:12])[CH2:13][CH2:14][O:15][CH2:16][CH2:17]2)[n:18]1.[CH3:42][OH:43].[Cl-:1].[Cl:26][CH:27]=[C:28]1[CH2:29][O:30][c:31]2[c:32]([cH:35][c:36]([C:39](=[O:40])[OH:41])[cH:37][cH:38]2)[CH:33]=[CH:34]1.[NH2:19][c:20]1[cH:21][cH:22][cH:23][cH:24][cH:25]1>>[NH:19]([c:20]1[cH:21][cH:22][cH:23][cH:24][cH:25]1)[C:39]([c:36]1[cH:35][c:32]2[c:31]([cH:38][cH:37]1)[O:30][CH2:29][C:28](=[CH:27][Cl:26])[CH:34]=[CH:33]2)=[O:40]. The product is O=C(Nc1ccccc1)c1ccc2c(c1)C=CC(=CCl)CO2. Starting materials: NC1=C(C(=O)NC(C)C)C=CC=C1 (2-Amino-N-isopropylbenzamide), C(C)(C)N (isopropylamine), C1=2C(=O)OC(NC1=CC=CC2)=O (isatoic anhydride). Product: N1C(=NCC1)CNC1=C(C(=O)NC(C)C)C=CC=C1 (2-[(4,5-dihydro-1H-imidazol-2-ylmethyl)amino]-N-isopropylbenzamide). Reaction SMILES: [NH2:1][C:2]1[CH:13]=[CH:12][CH:11]=[CH:10][C:3]=1[C:4]([NH:6][CH:7]([CH3:9])[CH3:8])=[O:5].[CH:14]([NH2:17])([CH3:16])C.[C:18]12[C:24](=CC=CC=1)[NH:23]C(=O)OC2=O>>[NH:17]1[CH2:14][CH2:16][N:23]=[C:24]1[CH2:18][NH:1][C:2]1[CH:13]=[CH:12][CH:11]=[CH:10][C:3]=1[C:4]([NH:6][CH:7]([CH3:9])[CH3:8])=[O:5]. Procedure: 2-Amino-N-isopropylbenzamide (prepared from isopropylamine and isatoic anhydride, using the methods described in Example 17) and CMI were reacted using conditions described in the general procedure for CMI coupling to give 2-[(4,5-dihydro-1H-imidazol-2-ylmethyl)amino]-N-isopropylbenzamide.